From a dataset of the Open Reaction Database (ORD), a public repository of structured organic reaction records. describe an organic reaction: reactants, conditions, products, and yield The reactants are Cl, C1CCOC1, Cc1oc(-c2ccccc2)nc1CCC(O)c1ccc(CCCC2OC(=O)NC2=O)cc1. Yields the product Cc1oc(-c2ccccc2)nc1CC=Cc1ccc(CCCC2OC(=O)NC2=O)cc1. RXN SMILES: [ClH:33].[O:34]1[CH2:35][CH2:36][CH2:37][CH2:38]1.[OH:1][CH:2]([CH2:3][CH2:4][c:5]1[n:6][c:7](-[c:11]2[cH:12][cH:13][cH:14][cH:15][cH:16]2)[o:8][c:9]1[CH3:10])[c:17]1[cH:18][cH:19][c:20]([CH2:23][CH2:24][CH2:25][CH:26]2[C:27](=[O:32])[NH:28][C:29](=[O:31])[O:30]2)[cH:21][cH:22]1>>[CH:2](=[CH:3][CH2:4][c:5]1[n:6][c:7](-[c:11]2[cH:12][cH:13][cH:14][cH:15][cH:16]2)[o:8][c:9]1[CH3:10])[c:17]1[cH:18][cH:19][c:20]([CH2:23][CH2:24][CH2:25][CH:26]2[C:27](=[O:32])[NH:28][C:29](=[O:31])[O:30]2)[cH:21][cH:22]1.